From a dataset of the Open Reaction Database (ORD), a public repository of structured organic reaction records. describe an organic reaction: reactants, conditions, products, and yield Reactants: C([O-])([O-])=O.[K+].[K+] (Potassium carbonate), COC(N[C@@H](C(C)C)C(=O)N1[C@@H](CCC1)C=1NC=C(N1)C1=CC(=C(C=C1)Br)C)=O (((S)-1-{(S)-2-[4-(4-bromo-3-methyl-phenyl)-1H-imidazol-2-yl]-pyrrolidine-1-carbonyl}-2-methyl-propyl)-carbamic acid methyl ester), CC=1C=C(C=CC1B1OC(C(O1)(C)C)(C)C)N (3-methyl-4-(4,4,5,5-tetramethyl-[1,3,2]dioxaborolan-2-yl)-phenylamine), C1(=CC=CC=C1)C (toluene), O (water). Reagents/catalysts: C=1C=CC(=CC1)[P](C=2C=CC=CC2)(C=3C=CC=CC3)[Pd]([P](C=4C=CC=CC4)(C=5C=CC=CC5)C=6C=CC=CC6)([P](C=7C=CC=CC7)(C=8C=CC=CC8)C=9C=CC=CC9)[P](C=1C=CC=CC1)(C=1C=CC=CC1)C=1C=CC=CC1 (Tetrakis(triphenylphosphine)palladium(0)). Reaction conditions: temperature 100 celsius. Product: COC(N[C@@H](C(C)C)C(=O)N1[C@@H](CCC1)C=1NC=C(N1)C1=CC(=C(C=C1)C1=C(C=C(C=C1)N)C)C)=O (((S)-1-{(S)-2-[4-(4′-Amino-2,2′-dimethyl-biphenyl-4-yl)-1H-imidazol-2-yl]-pyrrolidine-1-carbonyl}-2-methyl-propyl)-carbamic acid methyl ester), foam. Yield: 85.0%. RXN SMILES: C(=O)([O-])[O-].[K+].[K+].[CH3:7][O:8][C:9](=[O:35])[NH:10][C@H:11]([C:15]([N:17]1[CH2:21][CH2:20][CH2:19][C@H:18]1[C:22]1[NH:23][CH:24]=[C:25]([C:27]2[CH:32]=[CH:31][C:30](Br)=[C:29]([CH3:34])[CH:28]=2)[N:26]=1)=[O:16])[CH:12]([CH3:14])[CH3:13].[CH3:36][C:37]1[CH:38]=[C:39]([NH2:52])[CH:40]=[CH:41][C:42]=1B1OC(C)(C)C(C)(C)O1.C1(C)C=CC=CC=1.O>C1C=CC([P]([Pd]([P](C2C=CC=CC=2)(C2C=CC=CC=2)C2C=CC=CC=2)([P](C2C=CC=CC=2)(C2C=CC=CC=2)C2C=CC=CC=2)[P](C2C=CC=CC=2)(C2C=CC=CC=2)C2C=CC=CC=2)(C2C=CC=CC=2)C2C=CC=CC=2)=CC=1>[CH3:7][O:8][C:9](=[O:35])[NH:10][C@H:11]([C:15]([N:17]1[CH2:21][CH2:20][CH2:19][C@H:18]1[C:22]1[NH:23][CH:24]=[C:25]([C:27]2[CH:32]=[CH:31][C:30]([C:42]3[CH:41]=[CH:40][C:39]([NH2:52])=[CH:38][C:37]=3[CH3:36])=[C:29]([CH3:34])[CH:28]=2)[N:26]=1)=[O:16])[CH:12]([CH3:14])[CH3:13] |f:0.1.2,^1:64,66,85,104|. Procedure: Potassium carbonate (224 mg, 1.619 mmol) was added to a mixture of ((S)-1-{(S)-2-[4-(4-bromo-3-methyl-phenyl)-1H-imidazol-2-yl]-pyrrolidine-1-carbonyl}-2-methyl-propyl)-carbamic acid methyl ester (150 mg, 0.324 mmol) and 3-methyl-4-(4,4,5,5-tetramethyl-[1,3,2]dioxaborolan-2-yl)-phenylamine (90.6 mg, 0.389 mmol) in toluene (0.6 mL, 6 mmol) and water (0.3 mL, 20 mmol). The reaction mixture was degassed and flushed with nitrogen. Tetrakis(triphenylphosphine)palladium(0) (44.9 mg, 0.039 mmol) was ad... Reaction conditions: time 5 day. RXN SMILES: [OH:1][C:2]1[CH:7]=[CH:6][CH:5]=[C:4]([OH:8])[C:3]=1[C:9](=[O:11])[CH3:10].C(=O)([O-])[O-].[K+].[K+].Br[CH2:19][C:20]([O:22][CH3:23])=[O:21].O>CC(C)=O>[OH:1][C:2]1[C:3]([C:9](=[O:11])[CH3:10])=[C:4]([O:8][CH2:19][C:20]([O:22][CH3:23])=[O:21])[CH:5]=[CH:6][CH:7]=1 |f:1.2.3|. Procedure: To a mixture of 2′,6′-dihydroxyacetophenone (6 g) and potassium carbonate (5.72 g) in acetone (20 mL) was added methyl bromoacetate (3.73 mL), and the mixture was stirred at room temperature for 5 days. To the reaction mixture was added water, and the precipitated crystals were collected by filtration. The crystals were washed with water and dried under reduced pressure to give the title compound (7.89 g). The reactants are O (water), OC1=C(C(=CC=C1)O)C(C)=O (2′,6′-dihydroxyacetophenone), C([O-])([O-])=O.[K+].[K+] (potassium carbonate), BrCC(=O)OC (methyl bromoacetate). The product is OC1=CC=CC(=C1C(C)=O)OCC(=O)OC (6′-Hydroxy-2′-(methoxycarbonylmethoxy)acetophenone). Solvent: CC(=O)C (acetone). The product is C(C)(C)(C)C=1C(=C(N(N1)C)C(=O)Cl)Cl (5-tert-butyl-4-chloro-2-methyl-2H-pyrazole-3-carbonyl chloride). Procedure: A solution of 4-chloro-3-nitro-6-(2-trifluoromethyl-phenyl)-pyridin-2-ylamine (87.5 mg, 0.275 mmol, prepared as described in STEP B above) in THF (10 mL) was treated with NaH (33.1 mg, 0.826 mmol, 60% dispersion in oil), and the mixture was allowed to stir at room temperature for 1 h. Simultaneously, a solution of 5-tert-butyl-4-chloro-2-methyl-2H-pyrazole-3-carboxylic acid (77.6 mg, 0.358 mmol, prepared as described in Example B above) in DCM (10 mL) was treated with oxalyl chloride (31.2 μL, 0... Run at time 1 hour. Starting materials: ClC1=C(C(=NC(=C1)C1=C(C=CC=C1)C(F)(F)F)N)[N+](=O)[O-] (4-chloro-3-nitro-6-(2-trifluoromethyl-phenyl)-pyridin-2-ylamine), [H-].[Na+] (NaH), C(C)(C)(C)C=1C(=C(N(N1)C)C(=O)O)Cl (5-tert-Butyl-4-chloro-2-methyl-2H-pyrazole-3-carboxylic acid), C(C(=O)Cl)(=O)Cl (oxalyl chloride). The solvent is C1CCOC1 (THF), C(Cl)Cl (DCM). Reaction SMILES: [Cl:1]C1C=C(C2C=CC=CC=2C(F)(F)F)N=C(N)C=1[N+]([O-])=O.[H-].[Na+].[C:24]([C:28]1[C:29]([Cl:37])=[C:30]([C:34](O)=[O:35])[N:31]([CH3:33])[N:32]=1)([CH3:27])([CH3:26])[CH3:25].C(Cl)(=O)C(Cl)=O>C1COCC1.C(Cl)Cl.CN(C=O)C>[C:24]([C:28]1[C:29]([Cl:37])=[C:30]([C:34]([Cl:1])=[O:35])[N:31]([CH3:33])[N:32]=1)([CH3:27])([CH3:26])[CH3:25] |f:1.2|. Reagents/catalysts: CN(C)C=O (DMF). Starting materials: quartz, O=C1C=C(CC(C)(C)C1)C (isophorone), C1=CCCCCCC1 (cyclooctene). Solvent: ClCCl (dichloromethane). Run at time 7 hour. Yields the product CC12C3CCCCCCC3C2C(CC(C1)(C)C)=O (1,13,13-trimethyltricyclo[8.4.0.02,9 ]tetradecane-11-one). The yield is 88.0%. As a reaction SMILES: [O:1]=[C:2]1[CH2:9][C:6]([CH3:8])([CH3:7])[CH2:5][C:4]([CH3:10])=[CH:3]1.[CH:11]1[CH2:18][CH2:17][CH2:16][CH2:15][CH2:14][CH2:13][CH:12]=1>ClCCl>[CH3:10][C:4]12[CH2:5][C:6]([CH3:8])([CH3:7])[CH2:9][C:2](=[O:1])[CH:3]1[CH:18]1[CH:11]2[CH2:12][CH2:13][CH2:14][CH2:15][CH2:16][CH2:17]1. Procedure: To a 5-liter flask equipped with a quartz immersion well and nitrogen bubbler was added, under nitrogen, 138 g. (1.0 mol.) of isophorone and 420 g. of freshly distilled cyclooctene. The flask was filled with dichloromethane and was bubbled with nitrogen for 1 hour. The solution was irradiated for 18.5 hours with an Hanovia 450 watt medium pressure mercury arc through a Corning 9700 glass filter. After 7 hours, an additional 82 g. of cyclooctene was added. The solution was concentrated in vacuo t... Starting materials: S(=O)(=O)([O-])[O-].[Mg+2] (Magnesium sulfate), O1COC2=C1C=CC(=C2)CN(C(CC=2N(C(=NC2C2=CC=CC=C2)C2=CC=CC=C2)CCCC)=O)CC2=CC1=C(OCO1)C=C2 (N,N-bis-benzo[1,3]dioxol-5-ylmethyl-2-(3-butyl-2,5-diphenyl-3H-imidazol-4-yl)-acetamide), [H-].[Al+3].[Li+].[H-].[H-].[H-] (Lithium aluminum hydride), [OH-].[Na+] (sodium hydroxide). Run in O1CCCC1 (tetrahydrofuran), O (water), O (Water). Run at time 8 hour. The product is O1COC2=C1C=CC(=C2)CN(CCC=2N(C(=NC2C2=CC=CC=C2)C2=CC=CC=C2)CCCC)CC2=CC1=C(OCO1)C=C2 (bis-benzo[1,3]dioxol-5-ylmethyl-[2-(3-butyl-2,5-diphenyl-3H-imidazol-4-yl)-ethyl]-amine). As a reaction SMILES: [O:1]1[C:5]2[CH:6]=[CH:7][C:8]([CH2:10][N:11]([CH2:36][C:37]3[CH:45]=[CH:44][C:40]4[O:41][CH2:42][O:43][C:39]=4[CH:38]=3)[C:12](=O)[CH2:13][C:14]3[N:15]([CH2:31][CH2:32][CH2:33][CH3:34])[C:16]([C:25]4[CH:30]=[CH:29][CH:28]=[CH:27][CH:26]=4)=[N:17][C:18]=3[C:19]3[CH:24]=[CH:23][CH:22]=[CH:21][CH:20]=3)=[CH:9][C:4]=2[O:3][CH2:2]1.[H-].[Al+3].[Li+].[H-].[H-].[H-].[OH-].[Na+].S([O-])([O-])(=O)=O.[Mg+2]>O1CCCC1.O>[O:41]1[C:40]2[CH:44]=[CH:45][C:37]([CH2:36][N:11]([CH2:10][C:8]3[CH:7]=[CH:6][C:5]4[O:1][CH2:2][O:3][C:4]=4[CH:9]=3)[CH2:12][CH2:13][C:14]3[N:15]([CH2:31][CH2:32][CH2:33][CH3:34])[C:16]([C:25]4[CH:30]=[CH:29][CH:28]=[CH:27][CH:26]=4)=[N:17][C:18]=3[C:19]3[CH:20]=[CH:21][CH:22]=[CH:23][CH:24]=3)=[CH:38][C:39]=2[O:43][CH2:42]1 |f:1.2.3.4.5.6,7.8,9.10|. Procedure details: A solution of N,N-bis-benzo[1,3]dioxol-5-ylmethyl-2-(3-butyl-2,5-diphenyl-3H-imidazol-4-yl)-acetamide (150 mg, 0.249 mmol) in tetrahydrofuran (25 mL) is cooled to 0° C. under a nitrogen atmosphere. Lithium aluminum hydride (95%, 30 mg, 0.747 mmol) is added in one portion and the reaction allowed to stir overnight warming to room temperature. Water (0.03 mL), sodium hydroxide (15% solution, 0.03 mL), and water (0.09 mL) are added and the reaction mixture is allowed to stir at 0° C. for 15 minutes... As a reaction SMILES: [CH:1]([C:3]1[CH:18]=[CH:17][C:6]([O:7][C:8]2[CH:16]=[CH:15][C:11]([C:12]([OH:14])=O)=[CH:10][N:9]=2)=[CH:5][CH:4]=1)=[O:2].C(Cl)CCl.[CH:23]1[CH:24]=[CH:25]C2N(O)N=[N:29][C:27]=2[CH:28]=1.N1CCCCC1>C(Cl)Cl>[N:29]1([C:12]([C:11]2[CH:15]=[CH:16][C:8]([O:7][C:6]3[CH:5]=[CH:4][C:3]([CH:1]=[O:2])=[CH:18][CH:17]=3)=[N:9][CH:10]=2)=[O:14])[CH2:25][CH2:24][CH2:23][CH2:28][CH2:27]1. Reactants: C(=O)C1=CC=C(OC2=NC=C(C(=O)O)C=C2)C=C1 (6-(4-Formyl-phenoxy)-nicotinic acid), N1CCCCC1 (Piperidine), C(CCl)Cl (EDC), C=1C=CC2=C(C1)N=NN2O (HOBt). The product is N1(CCCCC1)C(=O)C=1C=CC(=NC1)OC1=CC=C(C=O)C=C1 (4-[5-(Piperidine-1-carbonyl)-pyridin-2-yloxy]-benzaldehyde). Isolated yield 45.1%. The solvent is Hexanes, C(Cl)Cl (CH2Cl2). Procedure details: Combine 6-(4-Formyl-phenoxy)-nicotinic acid (250.0 mg, 1.03 mmol), EDC (237.0 mg, 1.23 mmol), HOBt (166.2 mg, 1.23 mmol), and Piperidine (0.10 mL, 1.03 mmol) in CH2Cl2 (6 mL). After reaction stirs at room temperature under a Nitrogen atmosphere for 24 hours, concentrate the reaction mixture using a rotovap, add Ethyl acetate and wash with 0.1N HCl, 10% NaHCO3, Brine, and dry over Na2SO4. After concentrating the reaction mixture, flash chromatograph using 2:1 Ethyl acetate:Hexanes to afford 144.1...